Dataset: the Open Reaction Database (ORD), a public repository of structured organic reaction records. Task: describe an organic reaction: reactants, conditions, products, and yield The reactants are O1C2=C(OCCC1)C=C(C=C2)B(O)O (3,4-dihydro-2H-benzo[b][1,4]dioxepin-7-ylboronic acid), ClC1=NC2=CC=C(C=C2N=C1N(C)C(C)C)C(=O)OC (methyl 2-chloro-3-(isopropyl(methyl)amino)quinoxaline-6-carboxylate), [O-]P(=O)([O-])[O-].[K+].[K+].[K+] (K3PO4). Reagents/catalysts: O (water), C=1C=CC(=CC1)[P](C=2C=CC=CC2)(C=3C=CC=CC3)[Pd]([P](C=4C=CC=CC4)(C=5C=CC=CC5)C=6C=CC=CC6)([P](C=7C=CC=CC7)(C=8C=CC=CC8)C=9C=CC=CC9)[P](C=1C=CC=CC1)(C=1C=CC=CC1)C=1C=CC=CC1 (Pd(PPh3)4). Run in O1CCOCC1 (dioxane). Run at temperature 90 celsius, time 1 hour. Product: O1C2=C(OCCC1)C=C(C=C2)C2=NC1=CC=C(C=C1N=C2N(C)C(C)C)C(=O)OC (methyl 2-(3,4-dihydro-2H-benzo[b][1,4]dioxepin-7-yl)-3-(isopropyl(methyl)amino)quinoxaline-6-carboxylate). The yield is 63.0%. As a reaction SMILES: [O:1]1[CH2:7][CH2:6][CH2:5][O:4][C:3]2[CH:8]=[C:9](B(O)O)[CH:10]=[CH:11][C:2]1=2.Cl[C:16]1[C:25]([N:26]([CH:28]([CH3:30])[CH3:29])[CH3:27])=[N:24][C:23]2[C:18](=[CH:19][CH:20]=[C:21]([C:31]([O:33][CH3:34])=[O:32])[CH:22]=2)[N:17]=1.[O-]P([O-])([O-])=O.[K+].[K+].[K+]>O1CCOCC1.O.C1C=CC([P]([Pd]([P](C2C=CC=CC=2)(C2C=CC=CC=2)C2C=CC=CC=2)([P](C2C=CC=CC=2)(C2C=CC=CC=2)C2C=CC=CC=2)[P](C2C=CC=CC=2)(C2C=CC=CC=2)C2C=CC=CC=2)(C2C=CC=CC=2)C2C=CC=CC=2)=CC=1>[O:1]1[CH2:7][CH2:6][CH2:5][O:4][C:3]2[CH:8]=[C:9]([C:16]3[C:25]([N:26]([CH:28]([CH3:30])[CH3:29])[CH3:27])=[N:24][C:23]4[C:18](=[CH:19][CH:20]=[C:21]([C:31]([O:33][CH3:34])=[O:32])[CH:22]=4)[N:17]=3)[CH:10]=[CH:11][C:2]1=2 |f:2.3.4.5,^1:53,55,74,93|. Procedure details: To a solution of 3,4-dihydro-2H-benzo[b][1,4]dioxepin-7-ylboronic acid (200.0 mg, 1.03 mmol in dioxane (5.0 mL) was added methyl 2-chloro-3-(isopropyl(methyl)amino)quinoxaline-6-carboxylate (Scheme I, 150.0 mg, 0.52 mmol), K3PO4 (325.9 mg, 1.54 mmol) and Pd(PPh3)4 (29.7 mg, 0.03 mmol) and water (3 drops) with stirring for 1 h at 90° C. in an oil bath maintained with an inert atmosphere of nitrogen. The reaction mixture was concentrated under vacuum to give a residue, which was purified by a sili... The reactants are Cn1c(C=CC(=O)O)c(-c2ccccc2)c2ccccc2c1=O, O=S(Cl)Cl. Yields the product Cn1c(C=CC(=O)Cl)c(-c2ccccc2)c2ccccc2c1=O. As a reaction SMILES: [CH3:1][n:2]1[c:3](=[O:23])[c:4]2[cH:5][cH:6][cH:7][cH:8][c:9]2[c:10](-[c:17]2[cH:18][cH:19][cH:20][cH:21][cH:22]2)[c:11]1[CH:12]=[CH:13][C:14](=[O:15])[OH:16].[S:24]([Cl:25])([Cl:26])=[O:27]>>[CH3:1][n:2]1[c:3](=[O:23])[c:4]2[cH:5][cH:6][cH:7][cH:8][c:9]2[c:10](-[c:17]2[cH:18][cH:19][cH:20][cH:21][cH:22]2)[c:11]1[CH:12]=[CH:13][C:14](=[O:15])[Cl:26]. Starting materials: C([O-])([O-])=O.[K+].[K+] (potassium carbonate), C(C)OC(=O)C1(C(C1C1=CC=CC=C1)(C)C)C#N (1-cyano-2,2-dimethyl-3-phenyl-cyclopropanecarboxylic acid ethyl ester). Solvent: O (water), CO (MeOH). Run at temperature 85 celsius, time 8 hour. The product is C(#N)C1(C(C1C1=CC=CC=C1)(C)C)C(=O)O (1-cyano-2,2-dimethyl-3-phenyl-cyclopropanecarboxylic acid). The yield is 47.9%. As a reaction SMILES: C(=O)([O-])[O-].[K+].[K+].C([O:9][C:10]([C:12]1([C:23]#[N:24])[CH:14]([C:15]2[CH:20]=[CH:19][CH:18]=[CH:17][CH:16]=2)[C:13]1([CH3:22])[CH3:21])=[O:11])C>O.CO>[C:23]([C:12]1([C:10]([OH:11])=[O:9])[CH:14]([C:15]2[CH:16]=[CH:17][CH:18]=[CH:19][CH:20]=2)[C:13]1([CH3:22])[CH3:21])#[N:24] |f:0.1.2|. Procedure: A solution of potassium carbonate (40 g) in water (125 mL) was added to a solution of 1-cyano-2,2-dimethyl-3-phenyl-cyclopropanecarboxylic acid ethyl ester (64.26 g, 264 mmol) in MeOH (500 mL). The reaction mixture was heated at reflux for 1 hour and then stirred overnight at 85° C. The volatiles where evaporated under reduced pressure, and the residue was diluted with water and washed twice with EtOAc. The phases were separated and the aqueous phase was acidified by addition of HCl (concentrate... Reactants: N1(CCCCC1)C1C(NCC1)=O (3-piperidin-1-yl-pyrrolidin-2-one), [H-].[Na+] (sodium hydride), BrC=1C=C(C(=C(C1)Cl)CBr)Cl (5-bromo-2-(bromomethyl)-1,3-dichlorobenzene). Run in C(C)OCC (diethyl ether), CN(C)C=O (DMF). Conditions: time 15 minute. The product is BrC1=CC(=C(CN2C(C(CC2)N2CCCCC2)=O)C(=C1)Cl)Cl (1-(4-Bromo-2,6-dichloro-benzyl)-3-piperidin-1-yl-pyrrolidin-2-one). Yield: 90.2%. RXN SMILES: [N:1]1([CH:7]2[CH2:11][CH2:10][NH:9][C:8]2=[O:12])[CH2:6][CH2:5][CH2:4][CH2:3][CH2:2]1.[H-].[Na+].[Br:15][C:16]1[CH:17]=[C:18]([Cl:25])[C:19]([CH2:23]Br)=[C:20]([Cl:22])[CH:21]=1>CN(C=O)C.C(OCC)C>[Br:15][C:16]1[CH:17]=[C:18]([Cl:25])[C:19]([CH2:23][N:9]2[CH2:10][CH2:11][CH:7]([N:1]3[CH2:2][CH2:3][CH2:4][CH2:5][CH2:6]3)[C:8]2=[O:12])=[C:20]([Cl:22])[CH:21]=1 |f:1.2|. Procedure: Treat a solution of 3-piperidin-1-yl-pyrrolidin-2-one (0.33 g, 1.96 mmol) in DMF (6 mL) with 60% sodium hydride (0.12 g, 3.00 mmol) and stir at room temperature for 15 minutes under N2. Cool the reaction to 0° C., treat with 5-bromo-2-(bromomethyl)-1,3-dichlorobenzene (0.70 g, 2.19 mmol), stir for 15 minutes at 0° C., warm to room temperature, and stir for 3 hours under N2. Quench the reaction with water and dilute with diethyl ether. Dry the organic layer (Na2SO4), remove the solvent in vacuo t... The reactants are O(C1=CC=CC=C1)C1=CC=C(C=C1)NC(C)=O (N-(4-phenoxy-phenyl)-acetamide), [N+](=O)(O)[O-] (nitric acid), ice water. Run at temperature -15 celsius, time 2 hour. Product: [N+](=O)([O-])C1=C(C=CC(=C1)OC1=CC=CC=C1)NC(C)=O (N-(2-nitro-4-phenoxy-phenyl)acetamide). As a reaction SMILES: [O:1]([C:8]1[CH:13]=[CH:12][C:11]([NH:14][C:15](=[O:17])[CH3:16])=[CH:10][CH:9]=1)[C:2]1[CH:7]=[CH:6][CH:5]=[CH:4][CH:3]=1.[N+:18]([O-])([OH:20])=[O:19]>>[N+:18]([C:10]1[CH:9]=[C:8]([O:1][C:2]2[CH:3]=[CH:4][CH:5]=[CH:6][CH:7]=2)[CH:13]=[CH:12][C:11]=1[NH:14][C:15](=[O:17])[CH3:16])([O-:20])=[O:19]. Procedure details: N-(4-phenoxy-phenyl)-acetamide (1.00 g, 4.03 mmol) prepared in Step A was dissolved in fuming nitric acid (2 mL), and the mixture was stirred for 2 h at −15° C. After completion of the reaction, the reaction mixture was poured into 100 mL of ice water, which was then extracted with ethyl acetate. The extracted organic solution was dried over anhydrous magnesium sulfate, the solvent was removed under reduced pressure, and the residue was purified by column chromatography to give the title compoun... Reactants: C1(C=CCCC1)=O (cyclohex-2-en-1-one), BrC(C(=O)OCC)C(=O)OCC (1,3-diethyl 2-bromopropanedioate), C[Si](C)(C)Cl (TMSCl), powder. Run in C1CCOC1 (THF). Reaction conditions: time 30 minute. The product is O=C1CC(CCC1)C(C(=O)OCC)C(=O)OCC (1,3-diethyl 2-(3-oxocyclohexyl)propanedioate). Isolated yield 71.3%. RXN SMILES: [C:1]1(=[O:7])[CH2:6][CH2:5][CH2:4][CH:3]=[CH:2]1.Br[CH:9]([C:15]([O:17][CH2:18][CH3:19])=[O:16])[C:10]([O:12][CH2:13][CH3:14])=[O:11].C[Si](Cl)(C)C>C1COCC1>[O:7]=[C:1]1[CH2:6][CH2:5][CH2:4][CH:3]([CH:9]([C:10]([O:12][CH2:13][CH3:14])=[O:11])[C:15]([O:17][CH2:18][CH3:19])=[O:16])[CH2:2]1. Procedure details: Into a 1 L round-bottom flask placed a solution of cyclohex-2-en-1-one (15.00 g, 156.04 mmol, 1.00 equiv) in anhydrous THF (300 mL) was added 1,3-diethyl 2-bromopropanedioate (56.00 g, 234.25 mmol, 1.50 equiv), In powder (18.00 g, 1.00 equiv) and TMSCl (87.00 g, 800.81 mmol, 5.00 equiv) under nitrogen. The resulting solution was stirred for 30 min at room temperature and quenched by the addition of 200 mL of saturated aqueous sodium carbonate, extracted with 3×300 mL of ethyl acetate. The combin...